Dataset: the Open Reaction Database (ORD), a public repository of structured organic reaction records. Task: describe an organic reaction: reactants, conditions, products, and yield Starting materials: FC1=CC=C(C=C1)C(CN1CCN(CC1)CCCCC1=CC=CC2=CC=CC=C12)N1CCN(CC1)C(=O)OC(C)(C)C (1-[2-(4-Fluorophenyl)-2-(4-t-butoxycarbonylpiperazino)ethyl]-4-(4-naphthalen-1-yl-butyl)piperazine), Cl.C(C)(=O)OCC (hydrogen chloride ethyl acetate). The solvent is C(C)(=O)OCC (ethyl acetate), CO (methanol). Run at time 6 hour. Yields the product Cl.Cl.Cl.Cl.FC1=CC=C(C=C1)C(CN1CCN(CC1)CCCCC1=CC=CC2=CC=CC=C12)N1CCNCC1 (1-[2-(4-fluorophenyl)-2-piperazinoethyl]-4-(4-naphthalen-1-yl-butyl)piperazine tetrahydrochloride). As a reaction SMILES: [F:1][C:2]1[CH:7]=[CH:6][C:5]([CH:8]([N:30]2[CH2:35][CH2:34][N:33](C(OC(C)(C)C)=O)[CH2:32][CH2:31]2)[CH2:9][N:10]2[CH2:15][CH2:14][N:13]([CH2:16][CH2:17][CH2:18][CH2:19][C:20]3[C:29]4[C:24](=[CH:25][CH:26]=[CH:27][CH:28]=4)[CH:23]=[CH:22][CH:21]=3)[CH2:12][CH2:11]2)=[CH:4][CH:3]=1.[ClH:43].C(OCC)(=O)C>C(OCC)(=O)C.CO>[ClH:43].[ClH:43].[ClH:43].[ClH:43].[F:1][C:2]1[CH:7]=[CH:6][C:5]([CH:8]([N:30]2[CH2:35][CH2:34][NH:33][CH2:32][CH2:31]2)[CH2:9][N:10]2[CH2:15][CH2:14][N:13]([CH2:16][CH2:17][CH2:18][CH2:19][C:20]3[C:29]4[C:24](=[CH:25][CH:26]=[CH:27][CH:28]=4)[CH:23]=[CH:22][CH:21]=3)[CH2:12][CH2:11]2)=[CH:4][CH:3]=1 |f:1.2,5.6.7.8.9|. Procedure details: 0.62 g of 1-[2-(4-Fluorophenyl)-2-(4-t-butoxycarbonylpiperazino)ethyl]-4-(4-naphthalen-1-yl-butyl)piperazine was dissolved in a mixture of 3 ml of ethyl acetate and 3 ml of methanol, and 4 ml of 4M hydrogen chloride/ethyl acetate solution was added, followed by stirring at room temperature for 6 hours. The precipitated crystals were collected by filtration, and the crystals were washed with ethyl acetate to give 0.42 g of 1-[2-(4-fluorophenyl)-2-piperazinoethyl]-4-(4-naphthalen-1-yl-butyl)pipera...